This data is from the Open Reaction Database (ORD), a public repository of structured organic reaction records. The task is: describe an organic reaction: reactants, conditions, products, and yield Reactants: C(C)(C)(C)OC(NC(C(=O)N1CCOCC1)C1=CC=CC=C1)=O ((2-morpholin-4-yl-2-oxo-1-phenylethyl)carbamic acid tert-butyl ester), C(=O)(C(F)(F)F)O (TFA), C(=O)(O)[O-].[Na+] (NaHCO3). The solvent is C(Cl)Cl (CH2Cl2). Run at time 24 hour. The product is NC(C(=O)N1CCOCC1)C1=CC=CC=C1 (2-Amino-1-morpholin-4-yl-2-phenylethanone). RXN SMILES: C(OC(=O)[NH:7][CH:8]([C:17]1[CH:22]=[CH:21][CH:20]=[CH:19][CH:18]=1)[C:9]([N:11]1[CH2:16][CH2:15][O:14][CH2:13][CH2:12]1)=[O:10])(C)(C)C.C(O)(C(F)(F)F)=O.C([O-])(O)=O.[Na+]>C(Cl)Cl>[NH2:7][CH:8]([C:17]1[CH:22]=[CH:21][CH:20]=[CH:19][CH:18]=1)[C:9]([N:11]1[CH2:12][CH2:13][O:14][CH2:15][CH2:16]1)=[O:10] |f:2.3|. Procedure: To a solution of (2-morpholin-4-yl-2-oxo-1-phenylethyl)carbamic acid tert-butyl ester (3.0 mmol) in CH2Cl2 (6.0 mL) is added TFA (2.0 mL) at 0° C. After stirring at room temperature for 24 h, the reaction mixture is basified to pH 8 with sat. aq NaHCO3. The mixture is extracted with CH2Cl2, and then the combined organic extracts are dried over Na2SO4 and concentrated in vacuo to give the title compound; 1H NMR (CDCl3) δ 2.02 (s, 2H), 3.09-3.14 (m, 1H), 3.20-3.25 (m, 1H), 3.34-3.40 (m, 1H), 3.46-...